Dataset: the Open Reaction Database (ORD), a public repository of structured organic reaction records. Task: describe an organic reaction: reactants, conditions, products, and yield The reactants are O (water), C([O-])([O-])=O.[K+].[K+] (potassium carbonate), CI (methyl iodide), C(C1=CC=CC=C1)N1C2=C(N([C@H]3[C@@H](C1=O)CCC3)C(CN3C(C=1C(C3=O)=C(C=CC1)O)=O)=O)C=CC=C2 ((3aR*,10aS*)-9-benzyl-4-((3-hydroxyphthalimido)acetyl)-2,3,3a,4,9,10a-hexahydrobenzo[b]cyclopenta[e][1,4]diazepin-10(1H)-one). The solvent is CN(C=O)C (N,N-dimethylformamide). Conditions: time 4.5 hour. Yields the product C(C1=CC=CC=C1)N1C2=C(N([C@H]3[C@@H](C1=O)CCC3)C(CN3C(C=1C(C3=O)=C(C=CC1)OC)=O)=O)C=CC=C2 ((3aR*,10aS*)-9-Benzyl-4-((3-methoxyphthalimido)acetyl)-2,3,3a,4,9,10a-hexahydrobenzo[b]cyclopenta[e][1,4]diazepin-10(1H)-one). Yield: 96.7%. As a reaction SMILES: [CH2:1]([N:8]1[C:14](=[O:15])[C@H:13]2[CH2:16][CH2:17][CH2:18][C@H:12]2[N:11]([C:19](=[O:33])[CH2:20][N:21]2[C:25](=[O:26])[C:24]3=[C:27]([OH:31])[CH:28]=[CH:29][CH:30]=[C:23]3[C:22]2=[O:32])[C:10]2[CH:34]=[CH:35][CH:36]=[CH:37][C:9]1=2)[C:2]1[CH:7]=[CH:6][CH:5]=[CH:4][CH:3]=1.[C:38](=O)([O-])[O-].[K+].[K+].CI.O>CN(C)C=O>[CH2:1]([N:8]1[C:14](=[O:15])[C@H:13]2[CH2:16][CH2:17][CH2:18][C@H:12]2[N:11]([C:19](=[O:33])[CH2:20][N:21]2[C:25](=[O:26])[C:24]3=[C:27]([O:31][CH3:38])[CH:28]=[CH:29][CH:30]=[C:23]3[C:22]2=[O:32])[C:10]2[CH:34]=[CH:35][CH:36]=[CH:37][C:9]1=2)[C:2]1[CH:7]=[CH:6][CH:5]=[CH:4][CH:3]=1 |f:1.2.3|. Procedure details: To a suspension of (3aR*,10aS*)-9-benzyl-4-((3-hydroxyphthalimido)acetyl)-2,3,3a,4,9,10a-hexahydrobenzo[b]cyclopenta[e][1,4]diazepin-10(1H)-one (343 mg, 0.69 mmol) in N,N-dimethylformamide (3 mL) were added potassium carbonate (115 mg, 0.83 mmol) and methyl iodide (0.10 mL, 1.6 mmol). The mixture was stirred for 4.5 hours at room temperature, to which was added water. The resulting solid was separated by filtration, and the filtrate was subjected to extraction with chloroform. In this organic la...